Dataset: the Open Reaction Database (ORD), a public repository of structured organic reaction records. Task: describe an organic reaction: reactants, conditions, products, and yield The reactants are CO, CC(C)N1CCCOc2ccc([N+](=O)[O-])cc21, [H][H]. The product is CC(C)N1CCCOc2ccc(N)cc21. RXN SMILES: [CH3:20][OH:21].[CH:1]([CH3:2])([CH3:3])[N:4]1[CH2:5][CH2:6][CH2:7][O:8][c:9]2[c:10]1[cH:11][c:12]([N+:15]([O-:16])=[O:17])[cH:13][cH:14]2.[H:18][H:19]>>[CH:1]([CH3:2])([CH3:3])[N:4]1[CH2:5][CH2:6][CH2:7][O:8][c:9]2[c:10]1[cH:11][c:12]([NH2:15])[cH:13][cH:14]2. Reactants: FC1=C(C=CC=C1C=1C=NC(=NC1)C1CCNCC1)CO ({2-Fluoro-3-[2-(piperidin-4-yl)pyrimidin-5-yl]phenyl}methanol), TEA, C(C)(=O)Cl (acetyl chloride). Run in ClCCl (dichloromethane). Run at time 3 hour. The product is FC1=C(C=CC=C1CO)C=1C=NC(=NC1)C1CCN(CC1)C(C)=O (1-(4-{5-[2-fluoro-3-(hydroxymethyl)phenyl]pyrimidin-2-yl}piperidin-1-yl)ethanone). Yield: 98.1%. Reaction SMILES: [F:1][C:2]1[C:7]([C:8]2[CH:9]=[N:10][C:11]([CH:14]3[CH2:19][CH2:18][NH:17][CH2:16][CH2:15]3)=[N:12][CH:13]=2)=[CH:6][CH:5]=[CH:4][C:3]=1[CH2:20][OH:21].[C:22](Cl)(=[O:24])[CH3:23]>ClCCl>[F:1][C:2]1[C:3]([CH2:20][OH:21])=[CH:4][CH:5]=[CH:6][C:7]=1[C:8]1[CH:9]=[N:10][C:11]([CH:14]2[CH2:15][CH2:16][N:17]([C:22](=[O:24])[CH3:23])[CH2:18][CH2:19]2)=[N:12][CH:13]=1. Procedure: {2-Fluoro-3-[2-(piperidin-4-yl)pyrimidin-5-yl]phenyl}methanol (80 mg) was mixed with dichloromethane (1.6 ml), and TEA (85 mg) and acetyl chloride (48 mg) were added thereto at 0° C. The reaction mixture was concentrated under reduced pressure, the residue was mixed with MeOH, and a 1 M aqueous NaOH solution (0.8 ml) was added thereto, followed by stirring for 3 hours. 1 M hydrochloric acid was added to the reaction mixture, and CHCl3/water was added to the reaction liquid. The aqueous layer was... Starting materials: ClC=1C=CC(=NC1)C(=O)O (5-chloro-2-pyridinecarboxylic acid), C(C)(C)(C)N (t-butylamine). Product: C(C)(C)(C)NC(=O)C1=NC=C(C=C1)Cl (N-t-Butyl-5-chloro-2-pyridinecarboxamide). RXN SMILES: [Cl:1][C:2]1[CH:3]=[CH:4][C:5]([C:8]([OH:10])=O)=[N:6][CH:7]=1.[C:11]([NH2:15])([CH3:14])([CH3:13])[CH3:12]>>[C:11]([NH:15][C:8]([C:5]1[CH:4]=[CH:3][C:2]([Cl:1])=[CH:7][N:6]=1)=[O:10])([CH3:14])([CH3:13])[CH3:12]. Procedure: The title compound was prepared by the same method as that described in Example 27, using 5-chloro-2-pyridinecarboxylic acid and t-butylamine.